This data is from the Open Reaction Database (ORD), a public repository of structured organic reaction records. The task is: describe an organic reaction: reactants, conditions, products, and yield Starting materials: solution A, resultant mixture, Solution A, P(=O)(Cl)(Cl)Cl (phosphoryl chloride), C[Si](C)(C)CC(=O)N (Trimethylsilylacetamide), NC1[C@@H]2N(C(=C(CS2)CSC=2SC(=NN2)CNC(=O)OC(C)(C)C)C(=O)O)C1=O (7-amino-3-(5-tert-butoxycarbonylaminomethyl-1,3,4-thiadiazol-2-yl)thiomethyl-3-cephem-4-carboxylic acid), C(=O)NC=1SC=C(N1)C(C(=O)O)=NOCCCNC(=O)OC(C)(C)C (2-(2-Formamidothiazol-4-yl)-2-(3-tert-butoxycarbonylaminopropoxyimino)acetic acid), C[N+](=CCl)C.[Cl-] (Vilsmeier reagent). Solvent: C(C)(=O)OCC (ethyl acetate), O (Water), CN(C=O)C (N,N-dimethylformamide), C(C)(=O)OCC (ethyl acetate), C(C)(=O)OCC (ethyl acetate). Run at time 30 minute. Product: C[N+](=CCl)C.[Cl-] (Vilsmeier reagent), C(=O)NC=1SC=C(N1)C(C(=O)NC1[C@@H]2N(C(=C(CS2)CSC=2SC(=NN2)CNC(=O)OC(C)(C)C)C(=O)O)C1=O)=NOCCCNC(=O)OC(C)(C)C (7-[2-(2-formamidothiazol-4-yl)-2-(3-tert-butoxycarbonylaminopropoxyimino)acetamido]-3-(5-tert-butoxycarbonylaminomethyl-1,3,4-thiadiazol-2-yl)thiomethyl-3-cephem-4-carboxylic acid). As a reaction SMILES: P(Cl)(Cl)([Cl:3])=O.[CH:6]([NH:8][C:9]1[S:10][CH:11]=[C:12]([C:14](=[N:18][O:19][CH2:20][CH2:21][CH2:22][NH:23][C:24]([O:26][C:27]([CH3:30])([CH3:29])[CH3:28])=[O:25])[C:15]([OH:17])=O)[N:13]=1)=[O:7].[CH3:31][N+:32]([CH3:35])=[CH:33][Cl:34].[Cl-].C[Si](CC(N)=O)(C)C.[NH2:45][CH:46]1[C:72](=[O:73])[N:48]2[C:49]([C:69]([OH:71])=[O:70])=[C:50]([CH2:53][S:54][C:55]3[S:56][C:57]([CH2:60][NH:61][C:62]([O:64][C:65]([CH3:68])([CH3:67])[CH3:66])=[O:63])=[N:58][N:59]=3)[CH2:51][S:52][C@H:47]12>C(OCC)(=O)C.O.CN(C)C=O>[CH3:31][N+:32]([CH3:35])=[CH:33][Cl:34].[Cl-:3].[CH:6]([NH:8][C:9]1[S:10][CH:11]=[C:12]([C:14](=[N:18][O:19][CH2:20][CH2:21][CH2:22][NH:23][C:24]([O:26][C:27]([CH3:30])([CH3:29])[CH3:28])=[O:25])[C:15]([NH:45][CH:46]2[C:72](=[O:73])[N:48]3[C:49]([C:69]([OH:71])=[O:70])=[C:50]([CH2:53][S:54][C:55]4[S:56][C:57]([CH2:60][NH:61][C:62]([O:64][C:65]([CH3:68])([CH3:67])[CH3:66])=[O:63])=[N:58][N:59]=4)[CH2:51][S:52][C@H:47]23)=[O:17])[N:13]=1)=[O:7] |f:2.3,9.10|. Procedure: Vilsmeier reagent was prepared from N,N-dimethylformamide (0.65 g.) and phosphoryl chloride (1.4 g.) in a usual manner. 2-(2-Formamidothiazol-4-yl)-2-(3-tert-butoxycarbonylaminopropoxyimino)acetic acid (syn isomer, 3.0 g.) was added to a stirred suspension of the Vilsmeier reagent in ethyl acetate (30 ml.) under ice-cooling and stirred at the same temperature for 30 minutes [Solution A]. Trimethylsilylacetamide (8.1 g.) was added to a stirred suspension of 7-amino-3-(5-tert-butoxycarbonylaminome... Starting materials: [Cl-].[NH4+] (ammonium chloride), [N+](=O)([O-])C1=CC=C(C=C1)N1C=NC=2C=NC=CC21 (1-(4-nitrophenyl)-1H-imidazo[4,5-c]pyridine). Reagents/catalysts: [Zn] (zinc). The solvent is O1CCOCC1 (dioxane). Conditions: time 1 hour. Yields the product crude product, N1(C=NC=2C=NC=CC21)C2=CC=C(C=C2)NO (N-(4-imidazo[4,5-c]pyridine-1-ylphenyl)-hydroxylamine). RXN SMILES: [N+:1]([C:4]1[CH:9]=[CH:8][C:7]([N:10]2[C:18]3[CH:17]=[CH:16][N:15]=[CH:14][C:13]=3[N:12]=[CH:11]2)=[CH:6][CH:5]=1)([O-])=[O:2].[Cl-].[NH4+]>O1CCOCC1.[Zn]>[N:10]1([C:7]2[CH:6]=[CH:5][C:4]([NH:1][OH:2])=[CH:9][CH:8]=2)[C:18]2[CH:17]=[CH:16][N:15]=[CH:14][C:13]=2[N:12]=[CH:11]1 |f:1.2|. Reported procedure: In 3 mL of dioxane, 40 mg (0.167 mmol) of 1-(4-nitrophenyl)-1H-imidazo[4,5-c]pyridine obtained in Step A of Example 1 was dissolved, and 40 mg of zinc powder and 1 mL of a saturated ammonium chloride aqueous solution were added thereto and the mixture solution was vigorously stirred at room temperature for one hour. The reaction solution was partitioned between ethyl acetate and water. The organic layer was washed with a sodium chloride solution, dried and then concentrated under reduced pressur...